Task: describe an organic reaction: reactants, conditions, products, and yield. Dataset: the Open Reaction Database (ORD), a public repository of structured organic reaction records Starting materials: CCCCC(CC)CN, C1CCOC1, CCN(C(C)C)C(C)C, Clc1nc2ccccc2nc1Cl. Product: CCCCC(CC)CNc1nc2ccccc2nc1Cl. As a reaction SMILES: [CH2:22]([CH3:23])[CH:24]([CH2:25][NH2:26])[CH2:27][CH2:28][CH2:29][CH3:30].[CH2:31]1[O:32][CH2:33][CH2:34][CH2:35]1.[CH:13]([N:14]([CH:15]([CH3:16])[CH3:17])[CH2:18][CH3:19])([CH3:20])[CH3:21].[Cl:1][c:2]1[n:3][c:4]2[cH:5][cH:6][cH:7][cH:8][c:9]2[n:10][c:11]1[Cl:12]>>[c:2]1([NH:26][CH2:25][CH:24]([CH2:22][CH3:23])[CH2:27][CH2:28][CH2:29][CH3:30])[n:3][c:4]2[cH:5][cH:6][cH:7][cH:8][c:9]2[n:10][c:11]1[Cl:12]. Procedure details: To the stirred suspension of 4-bromo-7a-methyl-hexahydro-indene-1,5-dione 1 (prepared according to the procedure described in J. Org. Chem. 2001, 66, 626.) (2.44 g, 10 mmol), molecular sieves of 4 Å (2.5 g) and silica gel (2.5 g) in allyl alcohol (20 mL) was added Ag2O (2.55 g, 11 mmol) at room temperature. The reaction mixture was stirred at room temperature in the dark for 8 h. The reaction mixture was filtered through a mixture of Celite® and silica gel. The solvent was removed under reduced ... Reaction SMILES: Br[CH:2]1[C:10](=[O:11])[CH2:9][CH2:8][C:7]2([CH3:12])[CH:3]1[CH2:4][CH2:5][C:6]2=[O:13]>C(O)C=C>[CH2:10]([O:11][CH:2]1[C:10](=[O:11])[CH2:9][CH2:8][C:7]2([CH3:12])[CH:3]1[CH2:4][CH2:5][C:6]2=[O:13])[CH:9]=[CH2:8]. Solvent: C(C=C)O (allyl alcohol). Product: C(C=C)OC1C2CCC(C2(CCC1=O)C)=O (4-Allyloxy-7a-methyl-hexahydro-indene-1,5-dione). Run at time 8 hour. Starting materials: Ag2O, BrC1C2CCC(C2(CCC1=O)C)=O (4-bromo-7a-methyl-hexahydro-indene-1,5-dione).